This data is from the Open Reaction Database (ORD), a public repository of structured organic reaction records. The task is: describe an organic reaction: reactants, conditions, products, and yield Reactants: FC1=C(C=C(C(=C1F)F)F)C(Cl)(Cl)Cl (2,3,4,5-tetrafluorobenzotrichloride), [C]=O (carbon monoxide), Cl (hydrogen chloride). The reagents and catalysts are [Fe](Cl)(Cl)Cl (iron(III) chloride). The solvent is C(=O)O (formic acid). The product is FC1=C(C(=O)Cl)C=C(C(=C1F)F)F (2,3,4,5-tetrafluorobenzoyl chloride). RXN SMILES: [F:1][C:2]1[C:7]([F:8])=[C:6]([F:9])[C:5]([F:10])=[CH:4][C:3]=1[C:11]([Cl:14])(Cl)Cl.[C]=[O:16].Cl>[Fe](Cl)(Cl)Cl.C(O)=O>[F:1][C:2]1[C:7]([F:8])=[C:6]([F:9])[C:5]([F:10])=[CH:4][C:3]=1[C:11]([Cl:14])=[O:16] |^3:14|. Reported procedure: 268 g of 2,3,4,5-tetrafluorobenzotrichloride were placed in a stirred apparatus and 5.3 [lacuna] of iron(III) chloride were added, 45 g of formic acid (98-100%) were pumped in over 8 hours at 60° C. Vigorous gas development (carbon monoxide, hydrogen chloride) began immediately. The gas stream was fed to an absorption tower via a cooler. After addition was complete, the mixture was stirred until the end of gas development. The product was then distilled. 195 g of 2,3,4,5-tetrafluorobenzoyl chlor... The reactants are C(CCCCC)C=1C=C(C=CC1)C1=NC(=C(N1C)C(=O)N1CCC(CC1)N1[C@H](CCC1)CO)I ([2-(3-Hexyl-phenyl)-5-iodo-3-methyl-3H-imidazol-4-yl]-[4-((R)-2-hydroxymethyl-pyrrolidin-1-yl)-piperidin-1-yl]-methanone), N1=CN=CC(=C1)B(O)O (pyrimidine-5-yl-boronic acid). Yields the product C(CCCCC)C=1C=C(C=CC1)C1=NC(=C(N1C)C(=O)N1CCC(CC1)N1[C@H](CCC1)CO)C=1C=NC=NC1 ([2-(3-Hexyl-phenyl)-3-methyl-5-pyrimidin-5-yl-3H-imidazol-4-yl]-[4-((R)-2-hydroxymethyl-pyrrolidin-1-yl)-piperidin-1-yl]-methanone). Reaction SMILES: [CH2:1]([C:7]1[CH:8]=[C:9]([C:13]2[N:17]([CH3:18])[C:16]([C:19]([N:21]3[CH2:26][CH2:25][CH:24]([N:27]4[CH2:31][CH2:30][CH2:29][C@@H:28]4[CH2:32][OH:33])[CH2:23][CH2:22]3)=[O:20])=[C:15](I)[N:14]=2)[CH:10]=[CH:11][CH:12]=1)[CH2:2][CH2:3][CH2:4][CH2:5][CH3:6].[N:35]1[CH:40]=[C:39](B(O)O)[CH:38]=[N:37][CH:36]=1>>[CH2:1]([C:7]1[CH:8]=[C:9]([C:13]2[N:17]([CH3:18])[C:16]([C:19]([N:21]3[CH2:26][CH2:25][CH:24]([N:27]4[CH2:31][CH2:30][CH2:29][C@@H:28]4[CH2:32][OH:33])[CH2:23][CH2:22]3)=[O:20])=[C:15]([C:39]3[CH:40]=[N:35][CH:36]=[N:37][CH:38]=3)[N:14]=2)[CH:10]=[CH:11][CH:12]=1)[CH2:2][CH2:3][CH2:4][CH2:5][CH3:6]. Procedure: In analogy to the procedure described for example 7, [2-(3-hexyl-phenyl)-5-iodo-3-methyl-3H-imidazol-4-yl]-[4-((R)-2-hydroxymethyl-pyrrolidin-1-yl)-piperidin-1-yl]-methanone (example 45) was reacted with pyrimidine-5-yl-boronic acid to give the title compound as light yellow oil. MS: 531.3 (MH+). The reactants are CN.CO (methylamine methanol), C(C)(C)(C)OC(=O)NC1=CC(=CC=2SC=CC21)C(=O)OCC (ethyl 4-(tert-butoxycarbonylamino)benzo[b]thiophene-6-carboxylate), FC(C(=O)O)(F)F (Trifluoroacetic acid), resultant residue. Conditions: temperature 90 celsius, time 8 hour. Product: NC1=CC(=CC=2SC=CC21)C(=O)NC (4-amino-N-methylbenzo[b]thiophene-6-carboxamide). Reaction SMILES: [CH3:1][NH2:2].CO.C(OC([NH:12][C:13]1[C:21]2[CH:20]=[CH:19][S:18][C:17]=2[CH:16]=[C:15]([C:22]([O:24]CC)=O)[CH:14]=1)=O)(C)(C)C.FC(F)(F)C(O)=O>>[NH2:12][C:13]1[C:21]2[CH:20]=[CH:19][S:18][C:17]=2[CH:16]=[C:15]([C:22]([NH:2][CH3:1])=[O:24])[CH:14]=1 |f:0.1|. Reported procedure: A 40% methylamine-methanol solution (3 ml) was added to ethyl 4-(tert-butoxycarbonylamino)benzo[b]thiophene-6-carboxylate obtained in Example 22 (Step 3) (110 mg), and the reaction solution was stirred at 90° C. overnight. Trifluoroacetic acid (0.5 ml) was added to the resultant residue, and the reaction solution was stirred at room temperature for 15 minutes. Thereafter, the solvent was evaporated under vacuum, and the residue was purified by column chromatography on silica gel (developing solv... The reactants are CC(O)C1C(=O)N2C(C(=O)[O-])=C(c3ccc(C#N)cc3)CC12, CCCC[N+](CCCC)(CCCC)CCCC, ClCCN1CCOCC1, [I-], [Na+], CN(C)C=O. The product is CC(O)C1C(=O)N2C(C(=O)OCCN3CCOCC3)=C(c3ccc(C#N)cc3)CC12. RXN SMILES: [C:1](#[N:2])[c:3]1[cH:4][cH:5][c:6]([C:9]2=[C:10]([C:20](=[O:21])[O-:22])[N:11]3[C:12](=[O:19])[CH:13]([CH:16]([CH3:17])[OH:18])[CH:14]3[CH2:15]2)[cH:7][cH:8]1.[CH2:39]([N+:40]([CH2:41][CH2:42][CH2:43][CH3:44])([CH2:45][CH2:46][CH2:47][CH3:48])[CH2:49][CH2:50][CH2:51][CH3:52])[CH2:53][CH2:54][CH3:55].[Cl:24][CH2:25][CH2:26][N:27]1[CH2:28][CH2:29][O:30][CH2:31][CH2:32]1.[I-:38].[Na+:23].[O:33]=[CH:34][N:35]([CH3:36])[CH3:37]>>[C:1](#[N:2])[c:3]1[cH:4][cH:5][c:6]([C:9]2=[C:10]([C:20]([O:21][CH2:25][CH2:26][N:27]3[CH2:28][CH2:29][O:30][CH2:31][CH2:32]3)=[O:22])[N:11]3[C:12](=[O:19])[CH:13]([CH:16]([CH3:17])[OH:18])[CH:14]3[CH2:15]2)[cH:7][cH:8]1. Reactants: C(=O)(O)[O-].[Na+] (NaHCO3), Cl (hydrochloric acid), [Si](C)(C)(C(C)(C)C)O[C@@H]1C(N(CC1)CC=1C=C2CCCN(C2=NC1C(OC)OC)C(=O)NC1=NC=C(C(=C1)NCCOC)C#N)=O ((S)-6-((3-((tert-butyldimethylsilyl)oxy)-2-oxopyrrolidin-1-yl)methyl)-N-(5-cyano-4-((2-methoxyethyl)amino)pyridin-2-yl)-7-(dimethoxymethyl)-3,4-dihydro-1,8-naphthyridine-1(2H)-carboxamide), [Si](C)(C)(C(C)(C)C)O[C@@H]1C(N(CC1)CC=1C=C2CCCN(C2=NC1C(OC)OC)C(=O)NC1=NC=C(C(=C1)NCCOC)C#N)=O ((S)-6-((3-((tert-butyldimethylsilyl)oxy)-2-oxopyrrolidin-1-yl)methyl)-N-(5-cyano-4-((2-methoxyethyl)amino)pyridin-2-yl)-7-(dimethoxymethyl)-3,4-dihydro-1,8-naphthyridine-1(2H)-carboxamide), CCOC(=O)C (EtOAc). The solvent is CCCCCCC (heptane), C1CCOC1 (THF), O (water), C(Cl)Cl (DCM). Product: C(#N)C=1C(=CC(=NC1)NC(=O)N1CCCC2=CC(=C(N=C12)C=O)CN1C([C@H](CC1)O)=O)NCCOC ((S)-N-(5-cyano-4-((2-methoxyethyl)amino)pyridin-2-yl)-7-formyl-6-((3-hydroxy-2-oxopyrrolidin-1-yl)methyl)-3,4-dihydro-1,8-naphthyridine-1(2H)-carboxamide). RXN SMILES: Cl.[Si]([O:9][C@H:10]1[CH2:14][CH2:13][N:12]([CH2:15][C:16]2[CH:17]=[C:18]3[C:23](=[N:24][C:25]=2[CH:26](OC)[O:27]C)[N:22]([C:31]([NH:33][C:34]2[CH:39]=[C:38]([NH:40][CH2:41][CH2:42][O:43][CH3:44])[C:37]([C:45]#[N:46])=[CH:36][N:35]=2)=[O:32])[CH2:21][CH2:20][CH2:19]3)[C:11]1=[O:47])(C(C)(C)C)(C)C.C([O-])(O)=O.[Na+].CCOC(C)=O>C1COCC1.O.CCCCCCC.C(Cl)Cl>[C:45]([C:37]1[C:38]([NH:40][CH2:41][CH2:42][O:43][CH3:44])=[CH:39][C:34]([NH:33][C:31]([N:22]2[C:23]3[C:18](=[CH:17][C:16]([CH2:15][N:12]4[CH2:13][CH2:14][C@H:10]([OH:9])[C:11]4=[O:47])=[C:25]([CH:26]=[O:27])[N:24]=3)[CH2:19][CH2:20][CH2:21]2)=[O:32])=[N:35][CH:36]=1)#[N:46] |f:2.3|. Procedure details: Concentrated hydrochloric acid (0.66 ml) was added to a solution of (S)-6-((3-((tert-butyldimethylsilyl)oxy)-2-oxopyrrolidin-1-yl)methyl)-N-(5-cyano-4-((2-methoxyethyl)amino)pyridin-2-yl)-7-(dimethoxymethyl)-3,4-dihydro-1,8-naphthyridine-1(2H)-carboxamide (intermediate 80C, 525 mg, 0.803 mmol) in THF (10 ml) and water (2 ml) at room temperature. After stirring for 15 h at room temperature saturated aqueous NaHCO3 was added, the mixture extracted with DCM (3×), the organic layers dried over Na2SO... Reactants: C(C)C(C(=O)[O-])N1C(N(C(C1(C)C1=CC(=CC(=C1)F)F)=O)CC1=CC=C(C=C1)OC)=O ((±)-Ethyl[5-(3,5-difluorophenyl)-3-(4-methoxybenzyl)-5-methyl-2,4-dioxoimidazolidin-1-yl]acetate), [N+](=O)([O-])[O-].[Ce+4].[NH4+].[N+](=O)([O-])[O-].[N+](=O)([O-])[O-].[N+](=O)([O-])[O-].[N+](=O)([O-])[O-] (ammonium cerium (IV) nitrate), CC#N (CH3CN). Solvent: O (water), O (water). Run at time 3 hour. Yields the product C(C)OC(CN1C(NC(C1(C)C1=CC(=CC(=C1)F)F)=O)=O)=O (Ethyl[5-(3,5-difluorophenyl)-5-methyl-2,4-dioxoimidazolidin-1-yl]acetate). Reaction SMILES: C([CH:3]([N:7]1[C:11]([C:13]2[CH:18]=[C:17]([F:19])[CH:16]=[C:15]([F:20])[CH:14]=2)([CH3:12])[C:10](=[O:21])[N:9](CC2C=CC(OC)=CC=2)[C:8]1=[O:31])[C:4]([O-:6])=[O:5])C.[N+]([O-])([O-])=O.[Ce+4].[NH4+].[N+]([O-])([O-])=O.[N+]([O-])([O-])=O.[N+]([O-])([O-])=O.[N+]([O-])([O-])=O.[CH3:54][C:55]#N>O>[CH2:54]([O:6][C:4](=[O:5])[CH2:3][N:7]1[C:11]([C:13]2[CH:18]=[C:17]([F:19])[CH:16]=[C:15]([F:20])[CH:14]=2)([CH3:12])[C:10](=[O:21])[NH:9][C:8]1=[O:31])[CH3:55] |f:1.2.3.4.5.6.7|. Procedure: To a stirred solution of (±)-ethyl[5-(3,5-difluorophenyl)-3-(4-methoxybenzyl)-5-methyl-2,4-dioxoimidazolidin-1-yl]acetate from Step C (11.4 g, 26.3 mmol) in CH3CN (150 mL) was added drop wise a solution of ammonium cerium (IV) nitrate (43.2 g, 78.8 mmol) in water (100 mL) and the resulting mixture was stirred at ambient temperature for 3 h. The reaction was diluted with water (300 mL) and extracted with EtOAc (3×250 mL). The combined organic extracts were washed with water (50 mL), saturated NaH... Reactants: CC1=CC2=C(C(=C1)O)OC3=CC=C(C(=C3C(=O)OC2)OC)[C@H](CC(C)C)O (penicillide), C(C)(=O)OC(C)=O (acetic anhydride). Run in N1=CC=CC=C1 (pyridine). Yields the product C(C)(=O)OC(CC(C)C)C1=CC2=C(OC3=C(COC2=O)C=CC=C3C)C=C1 (3-(1-Acetoxy-3-methylbutyl)-11-methyl-7H-dibenzo[b,g][1,5]dioxocin-5-one). Reaction SMILES: [CH3:1][C:2]1[CH:7]=[C:6](O)[C:5]2[O:9][C:10]3[C:15]([C:16]([O:18][CH2:19][C:4]=2[CH:3]=1)=[O:17])=[C:14](OC)[C:13]([C@@H:22]([OH:27])[CH2:23][CH:24]([CH3:26])[CH3:25])=[CH:12][CH:11]=3.[C:28](OC(=O)C)(=[O:30])[CH3:29]>N1C=CC=CC=1>[C:28]([O:27][CH:22]([C:13]1[CH:12]=[CH:11][C:10]2[O:9][C:3]3[C:2]([CH3:1])=[CH:7][CH:6]=[CH:5][C:4]=3[CH2:19][O:18][C:16](=[O:17])[C:15]=2[CH:14]=1)[CH2:23][CH:24]([CH3:25])[CH3:26])(=[O:30])[CH3:29]. Procedure details: 100 mg (0.27 mmol) of penicillide (Ib) are stirred in 2 ml of pyridine and 1 ml of acetic anhydride for 14 h at 25° C. with the exclusion of moisture. The reaction mixture is evaporated in vacuo, the residue is taken up in methylene chloride and the solution is washed with water. The evaporation residue of the dried organic phase is chromatographed on silica gel using hexane/diethyl ether.